This data is from the Open Reaction Database (ORD), a public repository of structured organic reaction records. The task is: describe an organic reaction: reactants, conditions, products, and yield The reactants are CCCC12COC(C3CCC(C=C(Br)Br)CC3)(OC1)OC2, [Li]CCCC, CCCCCC, C1CCOC1. The product is C#CC1CCC(C23OCC(CCC)(CO2)CO3)CC1. RXN SMILES: [Br:6][C:7](=[CH:8][CH:9]1[CH2:10][CH2:11][CH:12]([C:15]23[O:16][CH2:17][C:18]([CH2:23][CH2:24][CH3:25])([CH2:19][O:20]2)[CH2:21][O:22]3)[CH2:13][CH2:14]1)[Br:26].[CH2:1]([Li:2])[CH2:3][CH2:4][CH3:5].[CH3:27][CH2:28][CH2:29][CH2:30][CH2:31][CH3:32].[O:33]1[CH2:34][CH2:35][CH2:36][CH2:37]1>>[CH:7]#[C:8][CH:9]1[CH2:10][CH2:11][CH:12]([C:15]23[O:16][CH2:17][C:18]([CH2:23][CH2:24][CH3:25])([CH2:19][O:20]2)[CH2:21][O:22]3)[CH2:13][CH2:14]1. Starting materials: C1(=CC=CC=C1)C1(CCCC1)C(=O)O (1-phenylcyclopentanecarboxylic acid), FC(C=1C=C(CN2C[C@H]3[C@@H](C2)[C@H](CC3)N)C=CC1)(F)F ((3aS*,4S*,6aR*)-2-(3-(trifluoromethyl)benzyl)octahydrocyclopenta[c]pyrrol-4-amine), C(C1=CC=CC=C1)N1C[C@H]2[C@@H](C1)C(CC2)N ((3aS*,6aR*)-2-benzyloctahydrocyclopenta[c]pyrrol-4-amine). The product is CC(C(C(=O)N[C@H]1CC[C@H]2CN(C[C@H]21)CC2=CC(=CC=C2)C(F)(F)F)C2=CC=CC=C2)C (3-methyl-2-phenyl-N-{(3aS*,4S*,6aR*)-2-[3-(trifluoromethyl)benzyl]octahydrocyclopenta[c]pyrrol-4-yl}butanamide). RXN SMILES: [C:1]1([C:7]2([C:12]([OH:14])=O)[CH2:11][CH2:10]CC2)[CH:6]=[CH:5][CH:4]=[CH:3][CH:2]=1.[F:15][C:16]([F:34])([F:33])[C:17]1[CH:18]=[C:19]([CH:30]=[CH:31][CH:32]=1)[CH2:20][N:21]1[CH2:25][C@H:24]2[C@@H:26]([NH2:29])[CH2:27][CH2:28][C@H:23]2[CH2:22]1.[CH2:35](N1C[C@H]2C(N)CC[C@H]2C1)C1C=CC=CC=1>>[CH3:35][CH:11]([CH3:10])[CH:7]([C:1]1[CH:2]=[CH:3][CH:4]=[CH:5][CH:6]=1)[C:12]([NH:29][C@@H:26]1[C@H:24]2[C@H:23]([CH2:22][N:21]([CH2:20][C:19]3[CH:30]=[CH:31][CH:32]=[C:17]([C:16]([F:33])([F:15])[F:34])[CH:18]=3)[CH2:25]2)[CH2:28][CH2:27]1)=[O:14]. Procedure: The title compound was prepared by substituting 3-methyl-2-phenylbutanoic acid for 1-phenylcyclopentanecarboxylic acid and (3aS*,4S*,6aR*)-2-(3-(trifluoromethyl)benzyl)octahydrocyclopenta[c]pyrrol-4-amine from Step E for (3aS*,6aR*)-2-benzyloctahydrocyclopenta[c]pyrrol-4-amine in Example 1: 1H NMR (500 MHz, pyridine-d5) δ ppm 8.23 (d, J=6.9, 0.5H), 8.13 (d, J=7.1, 0.5H), 7.73 (s, 0.5H), 7.67 (s, 0.5H), 7.63 (dd, J=6.7, 8.0, 2H), 7.56-7.53 (m, 1H), 7.50 (t, J=8.5, 2H), 7.38-7.22 (m, 3H), 4.45-4.3...